From a dataset of the Open Reaction Database (ORD), a public repository of structured organic reaction records. describe an organic reaction: reactants, conditions, products, and yield The reactants are O=C1C2=C(CCCC2)C(=O)N1c1ccc(Cl)cc1F, O=[N+]([O-])O, O=S(=O)(O)O. Yields the product O=C1C2=C(CCCC2)C(=O)N1c1cc([N+](=O)[O-])c(Cl)cc1F. RXN SMILES: [Cl:1][c:2]1[cH:3][c:4]([F:19])[c:5]([N:8]2[C:9](=[O:10])[C:11]3=[C:12]([CH2:13][CH2:14][CH2:15][CH2:16]3)[C:17]2=[O:18])[cH:6][cH:7]1.[OH:20][N+:21]([O-:22])=[O:23].[S:24](=[O:25])(=[O:26])([OH:27])[OH:28]>>[Cl:1][c:2]1[cH:3][c:4]([F:19])[c:5]([N:8]2[C:9](=[O:10])[C:11]3=[C:12]([CH2:13][CH2:14][CH2:15][CH2:16]3)[C:17]2=[O:18])[cH:6][c:7]1[N+:21](=[O:20])[O-:22]. Starting materials: BrC1=CC=CC(=N1)CN1N=NC=C1C(=O)OC (methyl 1-[(6-bromopyridin-2-yl)methyl]-1H-1,2,3-triazole-5-carboxylate), NC=1SC(=CC1C(=O)N)C1=C(C=C(C=C1F)C(C)(C)O)F (2-amino-5-[2,6-difluoro-4-(1-hydroxy-1-methylethyl)phenyl]thiophene-3-carboxamide). Procedure details: The title compound was synthesized from methyl 1-[(6-bromopyridin-2-yl)methyl]-1H-1,2,3-triazole-5-carboxylate (166 mg, 0.56 mmol) and 2-amino-5-[2,6-difluoro-4-(1-hydroxy-1-methylethyl)phenyl]thiophene-3-carboxamide (175 mg, 0.56 mmol) according to the general procedure in Example 1. The product is NC(=O)C1=C(SC(=C1)C1=C(C=C(C=C1F)C(C)(C)O)F)NC1=CC=CC(=N1)CN1N=NC=C1C(=O)OC (Methyl 1-{[6-({3-(aminocarbonyl)-5-[2,6-difluoro-4-(1-hydroxy-1-methylethyl)phenyl]-2-thienyl}amino)pyridin-2-yl]methyl}-1H-1,2,3-triazole-5-carboxylate). As a reaction SMILES: Br[C:2]1[N:7]=[C:6]([CH2:8][N:9]2[C:13]([C:14]([O:16][CH3:17])=[O:15])=[CH:12][N:11]=[N:10]2)[CH:5]=[CH:4][CH:3]=1.[NH2:18][C:19]1[S:20][C:21]([C:27]2[C:32]([F:33])=[CH:31][C:30]([C:34]([OH:37])([CH3:36])[CH3:35])=[CH:29][C:28]=2[F:38])=[CH:22][C:23]=1[C:24]([NH2:26])=[O:25]>>[NH2:26][C:24]([C:23]1[CH:22]=[C:21]([C:27]2[C:32]([F:33])=[CH:31][C:30]([C:34]([OH:37])([CH3:36])[CH3:35])=[CH:29][C:28]=2[F:38])[S:20][C:19]=1[NH:18][C:2]1[N:7]=[C:6]([CH2:8][N:9]2[C:13]([C:14]([O:16][CH3:17])=[O:15])=[CH:12][N:11]=[N:10]2)[CH:5]=[CH:4][CH:3]=1)=[O:25]. Starting materials: C(C(C)C)C1=CC=C(C=C1)C(CCCCCCO)CCC (7-(4-isobutylphenyl)-1-decanol), C(Br)(Br)(Br)Br (carbon tetrabromide), C1(=CC=CC=C1)P(C1=CC=CC=C1)C1=CC=CC=C1 (triphenylphosphine). The solvent is O1CCCC1 (tetrahydrofuran). Run at time 2 hour. The product is BrCCCCCCC(CCC)C1=CC=C(C=C1)CC(C)C (1-bromo-7-(4-isobutylphenyl)decane). RXN SMILES: [CH2:1]([C:5]1[CH:10]=[CH:9][C:8]([CH:11]([CH2:19][CH2:20][CH3:21])[CH2:12][CH2:13][CH2:14][CH2:15][CH2:16][CH2:17]O)=[CH:7][CH:6]=1)[CH:2]([CH3:4])[CH3:3].C(Br)(Br)(Br)[Br:23].C1(P(C2C=CC=CC=2)C2C=CC=CC=2)C=CC=CC=1>O1CCCC1>[Br:23][CH2:17][CH2:16][CH2:15][CH2:14][CH2:13][CH2:12][CH:11]([C:8]1[CH:9]=[CH:10][C:5]([CH2:1][CH:2]([CH3:4])[CH3:3])=[CH:6][CH:7]=1)[CH2:19][CH2:20][CH3:21]. Procedure details: To a mixture of 7-(4-isobutylphenyl)-1-decanol and carbon tetrabromide in tetrahydrofuran was added portionwise triphenylphosphine. The mixture was stirred at room temperature for 2 hours and insoluble materials were filtered off. The filtrate was concentrated and n-hexane was added thereto, then the mixture was filtered again and the filtrate was concentrated. The residue was chromatographed on a silica gel column (n-hexane as eluent) to give the object compound as an oil. Reactants: C([O-])(O)=O.[Na+] (sodium bicarbonate), S(O)(O)(=O)=O (sulfuric acid), [Br-].[Li+] (lithium bromide), COC(=O)C1(C(N(C2=C(CC1C1=C(C=CC=C1)OC)C=C(C=C2)C(F)(F)F)COC)=O)CC=C (1,3,4,5-tetrahydro-3-(methoxycarbonyl)-1-(methoxymethyl)-4-(methoxyphenyl)-3-(2-propenyl)-7-(trifluoromethyl)-2H-1-benzazepin-2-one). The solvent is CO (methanol). Reaction conditions: time 8 hour. The product is COC(=O)C1(C(NC2=C(CC1C1=C(C=CC=C1)OC)C=C(C=C2)C(F)(F)F)=O)CC=C (1,3,4,5-Tetrahydro-3-(methoxycarbonyl)-4-(methoxyphenyl)-3-(2-propenyl)-7-(trifluoromethyl)-2H-1-benzazepin-2-one). Yield: 104.2%. As a reaction SMILES: S(=O)(=O)(O)O.[Br-].[Li+].[CH3:8][O:9][C:10]([C:12]1([CH2:39][CH:40]=[CH2:41])[CH:18]([C:19]2[CH:24]=[CH:23][CH:22]=[CH:21][C:20]=2[O:25][CH3:26])[CH2:17][C:16]2[CH:27]=[C:28]([C:31]([F:34])([F:33])[F:32])[CH:29]=[CH:30][C:15]=2[N:14](COC)[C:13]1=[O:38])=[O:11].C(=O)(O)[O-].[Na+]>CO>[CH3:8][O:9][C:10]([C:12]1([CH2:39][CH:40]=[CH2:41])[CH:18]([C:19]2[CH:24]=[CH:23][CH:22]=[CH:21][C:20]=2[O:25][CH3:26])[CH2:17][C:16]2[CH:27]=[C:28]([C:31]([F:34])([F:32])[F:33])[CH:29]=[CH:30][C:15]=2[NH:14][C:13]1=[O:38])=[O:11] |f:1.2,4.5|. Reported procedure: Concentrated sulfuric acid (8 ml) and anhydrous lithium bromide (720 mg; 8 mmole) were added to a suspension of 1,3,4,5-tetrahydro-3-(methoxycarbonyl)-1-(methoxymethyl)-4-(methoxyphenyl)-3-(2-propenyl)-7-(trifluoromethyl)-2H-1-benzazepin-2-one (905 mg; 1.9 mmole) in methanol (40 ml) with stirring. The reaction mixture was heated under reflux (bath temperature=80°-85° C.) for nine hours, and then allowed to stand overnight at room temperature. The acid was carefully neutralized by the addition of... The reactants are N[C@@H](CC1=CNC2=CC=CC=C12)C(=O)OCC1=CC=CC=C1 (Trp-OBzl), C(C)(=O)OCC (ethyl acetate), [H-].[Na+] (sodium hydride), C1(=CC=C(C=C1)S(=O)(=O)Cl)C (p-toluenesulfonyl chloride). The solvent is CN(C=O)C (N,N-dimethylformamide), O (water). Reaction conditions: time 20 minute. Product: N[C@@H](CC1=CN(C2=CC=CC=C12)S(=O)(=O)C1=CC=C(C)C=C1)C(=O)OCC1=CC=CC=C1 (Trp(Tos)-OBzl). Reaction SMILES: [NH2:1][C@H:2]([C:13]([O:15][CH2:16][C:17]1[CH:22]=[CH:21][CH:20]=[CH:19][CH:18]=1)=[O:14])[CH2:3][C:4]1[C:12]2[C:7](=[CH:8][CH:9]=[CH:10][CH:11]=2)[NH:6][CH:5]=1.[H-].[Na+].[C:25]1([CH3:35])[CH:30]=[CH:29][C:28]([S:31](Cl)(=[O:33])=[O:32])=[CH:27][CH:26]=1.C(OCC)(=O)C>CN(C)C=O.O>[NH2:1][C@H:2]([C:13]([O:15][CH2:16][C:17]1[CH:22]=[CH:21][CH:20]=[CH:19][CH:18]=1)=[O:14])[CH2:3][C:4]1[C:12]2[C:7](=[CH:8][CH:9]=[CH:10][CH:11]=2)[N:6]([S:31]([C:28]2[CH:29]=[CH:30][C:25]([CH3:35])=[CH:26][CH:27]=2)(=[O:33])=[O:32])[CH:5]=1 |f:1.2|. Procedure: In N,N-dimethylformamide (DMF) (10 ml) was dissolved Tr-Trp-OBzl (2.15 g, 4 mM), followed by addition of sodium hydride (50% in mineral oil, the same applies below; 240 mg, 5 mM) in a nitrogen gas stream. The reaction was conducted at room temperature for 20 minutes, after which p-toluenesulfonyl chloride (950 mg, 5 mM) was added. The reaction was further carried out at room temperature for 15 hours, at the end of which time ethyl acetate (50 ml) was added and the mixture was stirred for one hou... Reactants: COC1=CC=C(C=C1)P1(SP(S1)(C1=CC=C(C=C1)OC)=S)=S (2,4-Bis(4-methoxyphenyl)-1,3-dithia-2,4-diphosphetan-2,4-disulfide), C(#N)C1=C(C(=C(C2=C1N=C(O2)C2CC2)CC(=O)N(C)C)C2=CC=CC=C2)C (2-(4-cyano-2-cyclopropyl-5-methyl-6-phenyl-1,3-benzoxazol-7-yl)-N,N-dimethylacetamide). Solvent: C1(=CC=CC=C1)C (toluene). Reaction conditions: temperature 125 celsius, time 5 hour. Product: C(#N)C1=C(C(=C(C2=C1N=C(O2)C2CC2)CC(N(C)C)=S)C2=CC=CC=C2)C (2-(4-Cyano-2-cyclopropyl-5-methyl-6-phenyl-1,3-benzoxazol-7-yl)-N,N-dimethylethanethioamide). Yield: 66.6%. As a reaction SMILES: COC1C=CC(P2(=S)SP(=S)(C3C=CC(OC)=CC=3)[S:10]2)=CC=1.[C:23]([C:25]1[C:30]2[N:31]=[C:32]([CH:34]3[CH2:36][CH2:35]3)[O:33][C:29]=2[C:28]([CH2:37][C:38]([N:40]([CH3:42])[CH3:41])=O)=[C:27]([C:43]2[CH:48]=[CH:47][CH:46]=[CH:45][CH:44]=2)[C:26]=1[CH3:49])#[N:24]>C1(C)C=CC=CC=1>[C:23]([C:25]1[C:30]2[N:31]=[C:32]([CH:34]3[CH2:36][CH2:35]3)[O:33][C:29]=2[C:28]([CH2:37][C:38](=[S:10])[N:40]([CH3:42])[CH3:41])=[C:27]([C:43]2[CH:48]=[CH:47][CH:46]=[CH:45][CH:44]=2)[C:26]=1[CH3:49])#[N:24]. Reported procedure: 2,4-Bis(4-methoxyphenyl)-1,3-dithia-2,4-diphosphetan-2,4-disulfide (24.8 mg, 0.061 mmol) was added to a toluene (1 ml) solution of 2-(4-cyano-2-cyclopropyl-5-methyl-6-phenyl-1,3-benzoxazol-7-yl)-N,N-dimethylacetamide (I-313) (20.0 mg, 0.056 mmol), followed by stirring in ah oil bath at 125° C. for 5 hours. The reaction liquid was concentrated, and the resulting residue was purified by silica gel column chromatography (eluent, n-hexane:ethyl acetate=1:1, v/v) to obtain the entitled compound (14.0... The reactants are [O-]S(=O)(=S)[O-].[Na+].[Na+] (Na2S2O3), FC(C(=O)OC(C(F)(F)F)=O)(F)F (Trifluoroacetic anhydride), C1(CCCC1)OC=1C(=CC=C2C(=CC(OC12)=O)NC1=C(C=NC=C1Cl)Cl)OC (8-(cyclopentyloxy)-4-(3,5-dichloropyridin-4-ylamino)-7-methoxy-2H-chromen-2-one), NC(=O)N.OO (urea•H2O2). The solvent is ClCCl (dichloromethane), Cl (HCl). Run at time 1.5 hour. Yields the product C1(CCCC1)OC=1C(=CC=C2C(=C(C(OC12)=O)O)NC1=C(C=NC=C1Cl)Cl)OC (8-(cyclopentyloxy)-4-(3,5-dichloropyridin-4-ylamino)-3-hydroxy-7-methoxy-2H-chromen-2-one). Reaction SMILES: FC(F)(F)C(OC(=O)C(F)(F)F)=[O:4].[CH:14]1([O:19][C:20]2[C:21]([O:40][CH3:41])=[CH:22][CH:23]=[C:24]3[C:29]=2[O:28][C:27](=[O:30])[CH:26]=[C:25]3[NH:31][C:32]2[C:37]([Cl:38])=[CH:36][N:35]=[CH:34][C:33]=2[Cl:39])[CH2:18][CH2:17][CH2:16][CH2:15]1.NC(N)=O.OO.[O-]S([O-])(=S)=O.[Na+].[Na+]>Cl.ClCCl>[CH:14]1([O:19][C:20]2[C:21]([O:40][CH3:41])=[CH:22][CH:23]=[C:24]3[C:29]=2[O:28][C:27](=[O:30])[C:26]([OH:4])=[C:25]3[NH:31][C:32]2[C:37]([Cl:38])=[CH:36][N:35]=[CH:34][C:33]=2[Cl:39])[CH2:15][CH2:16][CH2:17][CH2:18]1 |f:2.3,4.5.6|. Procedure: Trifluoroacetic anhydride (0.04 mL, 0.29 mmol) was added to a solution of 8-(cyclopentyloxy)-4-(3,5-dichloropyridin-4-ylamino)-7-methoxy-2H-chromen-2-one (42 mg, 0.1 mmol, Example 3), urea•H2O2 (28.5 mg, 0.3 mmol), and dichloromethane (2 mL) at rt under N2. After 1.5 h, sat'd Na2S2O3 (8 mL) was added, and the mixture was stirred vigorously for 15 min. The reaction was then diluted with 0.5N HCl (40 mL), and extracted with dichloromethane (40 mL×2). The combined extracts were dried, filtered, con... The reactants are BrC1=C(C=CC=C1)CCNC(=O)C1C(CCC(C1)C)C(C)C (2-isopropyl-5-methyl-cyclohexanecarboxylic acid [2-(2-bromo-phenyl)-ethyl]-amide), C(#N)[Cu] (CuCN). Run in CN1CCCC1=O (NMP). Reaction conditions: time 40 minute. The product is C(#N)C1=C(C=CC=C1)CCNC(=O)C1C(CCC(C1)C)C(C)C (2-Isopropyl-5-methyl-cyclohexanecarboxylic acid [2-(2-cyano-phenyl)-ethyl]-amide). Isolated yield 95.3%. RXN SMILES: Br[C:2]1[CH:7]=[CH:6][CH:5]=[CH:4][C:3]=1[CH2:8][CH2:9][NH:10][C:11]([CH:13]1[CH2:18][CH:17]([CH3:19])[CH2:16][CH2:15][CH:14]1[CH:20]([CH3:22])[CH3:21])=[O:12].[C:23]([Cu])#[N:24]>CN1C(=O)CCC1>[C:23]([C:2]1[CH:7]=[CH:6][CH:5]=[CH:4][C:3]=1[CH2:8][CH2:9][NH:10][C:11]([CH:13]1[CH2:18][CH:17]([CH3:19])[CH2:16][CH2:15][CH:14]1[CH:20]([CH3:22])[CH3:21])=[O:12])#[N:24]. Procedure details: A 20 mL microwave reaction vessel equipped with a stir bar was charged with 2-isopropyl-5-methyl-cyclohexanecarboxylic acid [2-(2-bromo-phenyl)-ethyl]-amide (1.54 g, 4.2 mmol), CuCN (0.60 g, 6.4 mmol) and NMP (10 mL). The reaction vessel was subjected to microwave at 180° C. for 40 minutes. The reaction mixture was transferred to a round bottom flask and concentrated. The residue to purified by flash chromatography on silica gel (10% ethyl acetate/hexane for elution) to give a colorless solid (1...